From a dataset of the Open Reaction Database (ORD), a public repository of structured organic reaction records. describe an organic reaction: reactants, conditions, products, and yield Reactants: (R)-(-)-2-decanol stearic acid ester, C(CCCCCCCCCCCCCCCCC)(=O)OC(C)C (isopropyl stearate), CC(=O)C (acetone). Run at temperature 5 celsius. Product: C[C@H](CCCCCCCC)O ((R)-(-)-2-decanol). Isolated yield 72.0%. RXN SMILES: [C:1]([O:20]C(C)C)(=O)[CH2:2][CH2:3][CH2:4][CH2:5][CH2:6][CH2:7][CH2:8][CH2:9]CCCCCCCCC.[CH3:24]C(C)=O>>[CH3:24][C@@H:1]([OH:20])[CH2:2][CH2:3][CH2:4][CH2:5][CH2:6][CH2:7][CH2:8][CH3:9]. Procedure details: In a 300 ml separable flask were put 1 g of Lipase QL and 40 g of (R,S)-2-decanol, and the mixture was subjected to ultrasonication with the same ultrasonic wave generating equipment as used in Example 1 at room temperature and 90 kHz for 1 minute. To the dispersion was added 60 g of isopropyl stearate, followed by stirring at 95° C. and 250 rpm for 20 hours to carry out interesterification while evaporating by-produced isopropyl alcohol under reduced pressure. The water content of the reaction ... Starting materials: O=[N+]([O-])c1cccc(Br)c1, C1CCNC1, CC(C)(C)[O-], Cc1ccccc1, [Na+], O=C(C=Cc1ccccc1)C=Cc1ccccc1, O=C(C=Cc1ccccc1)C=Cc1ccccc1, O=C(C=Cc1ccccc1)C=Cc1ccccc1, [Pd], [Pd], c1ccc(P(c2ccccc2)c2ccc3ccccc3c2-c2c(P(c3ccccc3)c3ccccc3)ccc3ccccc23)cc1. The product is O=[N+]([O-])c1cccc(N2CCCC2)c1. RXN SMILES: [Br:1][c:2]1[cH:3][c:4]([N+:8](=[O:9])[O-:10])[cH:5][cH:6][cH:7]1.[CH2:11]1[CH2:12][CH2:13][NH:14][CH2:15]1.[CH3:16][C:17]([CH3:18])([O-:19])[CH3:20].[CH3:68][c:69]1[cH:70][cH:71][cH:72][cH:73][cH:74]1.[Na+:21].[O:113]=[C:114]([CH:115]=[CH:116][c:117]1[cH:118][cH:119][cH:120][cH:121][cH:122]1)[CH:123]=[CH:124][c:125]1[cH:126][cH:127][cH:128][cH:129][cH:130]1.[O:77]=[C:78]([CH:79]=[CH:80][c:81]1[cH:82][cH:83][cH:84][cH:85][cH:86]1)[CH:87]=[CH:88][c:89]1[cH:90][cH:91][cH:92][cH:93][cH:94]1.[O:95]=[C:96]([CH:97]=[CH:98][c:99]1[cH:100][cH:101][cH:102][cH:103][cH:104]1)[CH:105]=[CH:106][c:107]1[cH:108][cH:109][cH:110][cH:111][cH:112]1.[Pd:75].[Pd:76].[cH:22]1[cH:23][cH:24][c:25]([P:26]([c:27]2[cH:28][cH:29][c:30]3[c:31]([cH:32][cH:33][cH:34][cH:35]3)[c:36]2-[c:37]2[c:38]3[c:39]([cH:40][cH:41][cH:42][cH:43]3)[cH:44][cH:45][c:46]2[P:47]([c:48]2[cH:49][cH:50][cH:51][cH:52][cH:53]2)[c:54]2[cH:55][cH:56][cH:57][cH:58][cH:59]2)[c:60]2[cH:61][cH:62][cH:63][cH:64][cH:65]2)[cH:66][cH:67]1>>[c:2]1([N:14]2[CH2:13][CH2:12][CH2:11][CH2:15]2)[cH:3][c:4]([N+:8](=[O:9])[O-:10])[cH:5][cH:6][cH:7]1. The reactants are Cl (HCl), [H-].[Na+] (sodium hydride), COC(CC(=O)C)=O (methylacetoacetate), ClC1=CC(=C(C=C1)F)[N+](=O)[O-] (4-chloro-1-fluoro-2-nitrobenzene). The solvent is CN(C)C=O (DMF), O (water). Reaction conditions: temperature 0 celsius. Yields the product COC(C(=C(C)O)C1=C(C=C(C=C1)Cl)[N+](=O)[O-])=O (2-(4-Chloro-2-nitro-phenyl)-3-hydroxy-but-2-enoic acid methyl ester). The yield is 106.7%. Reaction SMILES: [H-].[Na+].[CH3:3][O:4][C:5](=[O:10])[CH2:6][C:7]([CH3:9])=[O:8].[Cl:11][C:12]1[CH:17]=[CH:16][C:15](F)=[C:14]([N+:19]([O-:21])=[O:20])[CH:13]=1.Cl>O.CN(C=O)C>[CH3:3][O:4][C:5](=[O:10])[C:6]([C:15]1[CH:16]=[CH:17][C:12]([Cl:11])=[CH:13][C:14]=1[N+:19]([O-:21])=[O:20])=[C:7]([OH:8])[CH3:9] |f:0.1|. Procedure: A mixture of sodium hydride (60% in mineral oil, 2.60 g, 65.0 mmol) and DMF (52 mL) is stirred in an ice bath and methylacetoacetate (6.46 mL, 59.9 mmol) is added via a syringe over 10 minutes. The mixture is stirred for an additional 10 minutes and the ice bath is removed. The solution is stirred at ambient temperature for 30 minutes and transferred via cannula into a flask containing 4-chloro-1-fluoro-2-nitrobenzene (5.00 g, 28.5 mmol) cooled to 0° C. via an ice bath. The reaction is allowed t...